Dataset: the Open Reaction Database (ORD), a public repository of structured organic reaction records. Task: describe an organic reaction: reactants, conditions, products, and yield The reactants are CCCCN(CCCC)CCCC, CCOC(C)=O, CC=CN1CCNC1=O, O=C(Cl)Cl. Yields the product CC=CN1CCN(C(=O)Cl)C1=O. Reaction SMILES: [CH2:5]([N:6]([CH2:7][CH2:8][CH2:9][CH3:10])[CH2:11][CH2:12][CH2:13][CH3:14])[CH2:15][CH2:16][CH3:17].[CH3:27][CH2:28][O:29][C:30](=[O:31])[CH3:32].[CH:18](=[CH:19][CH3:20])[N:21]1[C:22](=[O:26])[NH:23][CH2:24][CH2:25]1.[Cl:1][C:2]([Cl:3])=[O:4]>>[Cl:1][C:2](=[O:4])[N:23]1[C:22](=[O:26])[N:21]([CH:18]=[CH:19][CH3:20])[CH2:25][CH2:24]1. Starting materials: CO, O, CC12CCC(=O)C=C1CCC1C2C(O)CC2(C)C1CCC2(O)C(=O)CO, [O-][IH2+3](O)(O)(O)(O)O. The product is CC12CCC(=O)C=C1CCC1C2C(O)CC2(C)C1CCC2(O)C(=O)O. RXN SMILES: [CH3:34][OH:35].[OH2:36].[OH:1][CH:2]1[CH2:3][C:4]2([CH3:26])[C:5]([C:21]([CH2:22][OH:23])=[O:24])([OH:25])[CH2:6][CH2:7][CH:8]2[CH:9]2[CH2:10][CH2:11][C:12]3=[CH:13][C:14](=[O:20])[CH2:15][CH2:16][C:17]3([CH3:19])[CH:18]12.[OH:27][IH2+3:28]([O-:29])([OH:30])([OH:31])([OH:32])[OH:33]>>[OH:1][CH:2]1[CH2:3][C:4]2([CH3:26])[C:5]([C:21](=[O:24])[OH:27])([OH:25])[CH2:6][CH2:7][CH:8]2[CH:9]2[CH2:10][CH2:11][C:12]3=[CH:13][C:14](=[O:20])[CH2:15][CH2:16][C:17]3([CH3:19])[CH:18]12. The reactants are FC=1C(=NC(=NC1)NC1=CC=C(C(=O)OCC)C=C1)NC1=C(C=CC=C1)C(=O)NC(C)C (ethyl 4-({5-fluoro-4-[(2-{[(1 methylethyl)amino]carbonyl}phenyl)amino]-2-pyrimidinyl}amino)benzoate), [H-].[H-].[H-].[H-].[Li+].[Al+3] (LiAlH4). Run in C1CCOC1 (THF). Conditions: time 16 hour. Yields the product FC=1C(=NC(=NC1)NC1=CC=C(C=C1)CO)NC1=C(C(=O)NC(C)C)C=CC=C1 (2-[(5-Fluoro-2-{[4-(hydroxymethyl)phenyl]amino}-4-pyrimidinyl)amino]-N-(1-methylethyl)benzamide). Isolated yield 87.0%. RXN SMILES: [F:1][C:2]1[C:3]([NH:20][C:21]2[CH:26]=[CH:25][CH:24]=[CH:23][C:22]=2[C:27]([NH:29][CH:30]([CH3:32])[CH3:31])=[O:28])=[N:4][C:5]([NH:8][C:9]2[CH:19]=[CH:18][C:12]([C:13](OCC)=[O:14])=[CH:11][CH:10]=2)=[N:6][CH:7]=1.[H-].[H-].[H-].[H-].[Li+].[Al+3]>C1COCC1>[F:1][C:2]1[C:3]([NH:20][C:21]2[CH:26]=[CH:25][CH:24]=[CH:23][C:22]=2[C:27]([NH:29][CH:30]([CH3:32])[CH3:31])=[O:28])=[N:4][C:5]([NH:8][C:9]2[CH:10]=[CH:11][C:12]([CH2:13][OH:14])=[CH:18][CH:19]=2)=[N:6][CH:7]=1 |f:1.2.3.4.5.6|. Reported procedure: To a solution of ethyl 4-({5-fluoro-4-[(2-{[(1 methylethyl)amino]carbonyl}phenyl)amino]-2-pyrimidinyl}amino)benzoate (1.47 g, 3.36 mmol) in THF (80 mL) was slowly added a solution of LiAlH4 (1.0M solution, 3.0 eq) at 0° C. After the addition was complete, the reaction mixture was slowly warmed up to room temperature and stirred for 16 h. The reaction mixture was quenched with 15 mL of 1.0 M Rochelle's solution. The water phase was extracted by EtOAc (2×30 mL) and the combined organic phases were... The reactants are ClC=1N=CC(=C2C1NC=C2C(C(=O)N2CCN(CC2)C2=NN=NN2C2=CC=CC=C2)=O)OC (1-(7-chloro-4-methoxy-1H-pyrrolo[2,3-c]pyridin-3-yl)-2-(4-(1-phenyl-1H-tetrazol-5-yl)piperazin-1-yl)ethane-1,2-dione), N#N (N2), O1C(OCC1)C=1SC=C(N1)[Sn](C)(C)C (2-(1,3-dioxolan-2-yl)-4-(trimethylstannyl)thiazole). Reagents/catalysts: C=1C=CC(=CC1)[P](C=2C=CC=CC2)(C=3C=CC=CC3)[Pd]([P](C=4C=CC=CC4)(C=5C=CC=CC5)C=6C=CC=CC6)([P](C=7C=CC=CC7)(C=8C=CC=CC8)C=9C=CC=CC9)[P](C=1C=CC=CC1)(C=1C=CC=CC1)C=1C=CC=CC1 (Pd(PPh3)4). Solvent: O1CCOCC1 (1,4-Dioxane). Reaction conditions: temperature 100 celsius. Product: O1C(OCC1)C=1SC=C(N1)C=1N=CC(=C2C1NC=C2C(C(=O)N2CCN(CC2)C2=NN=NN2C2=CC=CC=C2)=O)OC (1-(7-(2-(1,3-dioxolan-2-yl)thiazol-4-yl)-4-methoxy-1H-pyrrolo[2,3-c]pyridin-3-yl)-2-(4-(1-phenyl-1H-tetrazol-5-yl)piperazin-1-yl)ethane-1,2-dione). Reaction SMILES: Cl[C:2]1[N:3]=[CH:4][C:5]([O:32][CH3:33])=[C:6]2[C:10]([C:11](=[O:31])[C:12]([N:14]3[CH2:19][CH2:18][N:17]([C:20]4[N:24]([C:25]5[CH:30]=[CH:29][CH:28]=[CH:27][CH:26]=5)[N:23]=[N:22][N:21]=4)[CH2:16][CH2:15]3)=[O:13])=[CH:9][NH:8][C:7]=12.[O:34]1[CH2:38][CH2:37][O:36][CH:35]1[C:39]1[S:40][CH:41]=[C:42]([Sn](C)(C)C)[N:43]=1.N#N>O1CCOCC1.C1C=CC([P]([Pd]([P](C2C=CC=CC=2)(C2C=CC=CC=2)C2C=CC=CC=2)([P](C2C=CC=CC=2)(C2C=CC=CC=2)C2C=CC=CC=2)[P](C2C=CC=CC=2)(C2C=CC=CC=2)C2C=CC=CC=2)(C2C=CC=CC=2)C2C=CC=CC=2)=CC=1>[O:34]1[CH2:38][CH2:37][O:36][CH:35]1[C:39]1[S:40][CH:41]=[C:42]([C:2]2[N:3]=[CH:4][C:5]([O:32][CH3:33])=[C:6]3[C:10]([C:11](=[O:31])[C:12]([N:14]4[CH2:19][CH2:18][N:17]([C:20]5[N:24]([C:25]6[CH:30]=[CH:29][CH:28]=[CH:27][CH:26]=6)[N:23]=[N:22][N:21]=5)[CH2:16][CH2:15]4)=[O:13])=[CH:9][NH:8][C:7]=23)[N:43]=1 |^1:59,61,80,99|. Procedure details: To a sealable 75 mL flask containing 1-(7-chloro-4-methoxy-1H-pyrrolo[2,3-c]pyridin-3-yl)-2-(4-(1-phenyl-1H-tetrazol-5-yl)piperazin-1-yl)ethane-1,2-dione (0.3 g, 0.643 mmol) was added a solution of 2-(1,3-dioxolan-2-yl)-4-(trimethylstannyl)thiazole (0.210 g, 0.655 mmol) in 1,4-Dioxane (10 ml). The mixture was flushed with N2 and Pd(PPh3)4 (0.149 g, 0.129 mmol) was added. The mixture was again flushed with N2, and the flask was sealed and heated in an oil bath to 100° C. After 20 h of heating, th...